Dataset: the Open Reaction Database (ORD), a public repository of structured organic reaction records. Task: describe an organic reaction: reactants, conditions, products, and yield Reactants: N1([C@H](C(=O)O)C[C@@H](OCC2=CC=CC=C2)C1)C(=O)OC(C)(C)C (Boc-Hyp(Bzl)-OH), C(C)(C)(C)N (t-butylamine), C=1C=CC2=C(C1)N=NN2O (HOBt), CCN=C=NCCCN(C)C.Cl (EDC hydrochloride), resultant mixture. Run in CN(C)C=O (DMF). The product is N1([C@H](C(=O)NC(C)(C)C)C[C@@H](OCC2=CC=CC=C2)C1)C(=O)OC(C)(C)C (Boc-Hyp(Bzl)-NH-tBu). RXN SMILES: [N:1]1([C:17]([O:19][C:20]([CH3:23])([CH3:22])[CH3:21])=[O:18])[CH2:16][C@H:7]([O:8][CH2:9][C:10]2[CH:15]=[CH:14][CH:13]=[CH:12][CH:11]=2)[CH2:6][C@H:2]1[C:3]([OH:5])=O.[C:24]([NH2:28])([CH3:27])([CH3:26])[CH3:25].C1C=CC2N(O)N=NC=2C=1.CCN=C=NCCCN(C)C.Cl>CN(C=O)C>[N:1]1([C:17]([O:19][C:20]([CH3:23])([CH3:22])[CH3:21])=[O:18])[CH2:16][C@H:7]([O:8][CH2:9][C:10]2[CH:15]=[CH:14][CH:13]=[CH:12][CH:11]=2)[CH2:6][C@H:2]1[C:3]([NH:28][C:24]([CH3:27])([CH3:26])[CH3:25])=[O:5] |f:3.4|. Reported procedure: In a DMF solution containing 100 mg of Boc-Hyp(Bzl)-OH, 33 μl of t-butylamine, 48 mg of HOBt and 71 mg of EDC hydrochloride were added and the resultant mixture was stirred for 14 hr. The reaction mixture was treated similarly to that in Example 33 (Process3) to give 88 mg of the title compound. Starting materials: ClC1=NC(=CC=C1[N+](=O)[O-])Cl (2,6-dichloro-3-nitropyridine), CCN(C(C)C)C(C)C (DIEA), C(C)(C)OC1=CC(=NN1)N (5-isopropoxy-1H-pyrazol-3-amine). The solvent is C1CCOC1 (THF). Reaction conditions: temperature 60 celsius, time 1 hour. The product is ClC1=CC=C(C(=N1)NC1=NNC(=C1)OC(C)C)[N+](=O)[O-] (6-Chloro-N-(5-isopropoxy-1H-pyrazol-3-yl)-3-nitropyridin-2-amine). The yield is 59.5%. Reaction SMILES: Cl[C:2]1[C:7]([N+:8]([O-:10])=[O:9])=[CH:6][CH:5]=[C:4]([Cl:11])[N:3]=1.CCN(C(C)C)C(C)C.[CH:21]([O:24][C:25]1[NH:29][N:28]=[C:27]([NH2:30])[CH:26]=1)([CH3:23])[CH3:22]>C1COCC1>[Cl:11][C:4]1[N:3]=[C:2]([NH:30][C:27]2[CH:26]=[C:25]([O:24][CH:21]([CH3:23])[CH3:22])[NH:29][N:28]=2)[C:7]([N+:8]([O-:10])=[O:9])=[CH:6][CH:5]=1. Reported procedure: To a solution of 2,6-dichloro-3-nitropyridine (1.0 g, 5.3 mmol) and DIEA (0.77 ml, 4.4 mmol) in THF (20 ml) was added 5-isopropoxy-1H-pyrazol-3-amine (0.50 g, 3.5 mmol). The reaction mixture was stirred at 25° C. for 3 days and 60° C. for 1 hour. The solvent was removed under reduced pressure and the resulted residue was purified by column chromatography (hexane-EtOAc=3:1) to give the title compound as a yellow solid (0.62 g, 59%). 1H NMR (400 MHz) 12.25 and 11.66 (s, 1H), 10.46 and 10.13 (s, 1H... Reactants: C([O-])([O-])=O.[Cs+].[Cs+] (cesium carbonate), C(CC1=CC=CC=C1)C1=CC(NC=C1)=O (4-phenethyl-1H-pyridin-2-one), ICCC1=CC=C(C=C1)CO ([4-(2-Iodo-ethyl)-phenyl]-methanol). The reagents and catalysts are CO (MeOH). Solvent: CCOC(=O)C (EtOAc), O (water), CN(C)C=O (DMF). Run at time 8 hour. The product is OCC1=CC=C(C=C1)CCN1C(C=C(C=C1)CCC1=CC=CC=C1)=O (1-[2-(4-Hydroxymethyl-phenyl)-ethyl]-4-phenethyl-1H-pyridin-2-one). Reaction SMILES: [CH2:1]([C:9]1[CH:14]=[CH:13][NH:12][C:11](=[O:15])[CH:10]=1)[CH2:2][C:3]1[CH:8]=[CH:7][CH:6]=[CH:5][CH:4]=1.C(=O)([O-])[O-].[Cs+].[Cs+].I[CH2:23][CH2:24][C:25]1[CH:30]=[CH:29][C:28]([CH2:31][OH:32])=[CH:27][CH:26]=1>CN(C=O)C.CCOC(C)=O.O.CO>[OH:32][CH2:31][C:28]1[CH:29]=[CH:30][C:25]([CH2:24][CH2:23][N:12]2[CH:13]=[CH:14][C:9]([CH2:1][CH2:2][C:3]3[CH:8]=[CH:7][CH:6]=[CH:5][CH:4]=3)=[CH:10][C:11]2=[O:15])=[CH:26][CH:27]=1 |f:1.2.3|. Reported procedure: To 200 mg (1.01 mmol) 4-phenethyl-1H-pyridin-2-one in 1.0 mL DMF is added at 0° C. 650 mg (2.01 mmol) cesium carbonate and the mixture is stirred 15 min at 0° C. Then 0.53 g (2.01 mmol) [4-(2-iodo-ethyl)-phenyl]-methanol (preparation 1b) is added, the mixture is warmed to RT and is stirred overnight at RT. The reaction mixture is diluted with EtOAc, water and a few drops of MeOH, the layers are separated and the organic phase is washed with water, dried over MgSO4, filtered and the solvent is ev...